From a dataset of the Open Reaction Database (ORD), a public repository of structured organic reaction records. describe an organic reaction: reactants, conditions, products, and yield The reactants are CO, CC(=O)c1cc(C)nc(NC(C)C)n1, Cl, NO, [Na+], [OH-], O. Product: CC(=NO)c1cc(C)nc(NC(C)C)n1. As a reaction SMILES: [CH3:18][OH:19].[CH:4]([CH3:5])([CH3:6])[NH:7][c:8]1[n:9][c:10]([CH3:17])[cH:11][c:12]([C:14]([CH3:15])=[O:16])[n:13]1.[ClH:1].[NH2:2][OH:3].[Na+:22].[OH-:21].[OH2:20]>>[N:2]([OH:3])=[C:14]([c:12]1[cH:11][c:10]([CH3:17])[n:9][c:8]([NH:7][CH:4]([CH3:5])[CH3:6])[n:13]1)[CH3:15]. Reactants: NC1=CC=NC=C1 (4-aminopyridine), ClC(=O)OC1=CC=CC=C1 (phenyl chloroformate). The solvent is CCOC(=O)C (EtOAc), C1CCOC1 (THF). The product is N (NH3), C1(=CC=CC=C1)OC(NC1=CC=NC=C1)=O (Pyridin-4-yl-carbamic acid phenyl ester). The yield is 0.0%. RXN SMILES: [NH2:1][C:2]1[CH:7]=[CH:6][N:5]=[CH:4][CH:3]=1.Cl[C:9]([O:11][C:12]1[CH:17]=[CH:16][CH:15]=[CH:14][CH:13]=1)=[O:10]>C1COCC1.CCOC(C)=O>[NH3:1].[C:12]1([O:11][C:9](=[O:10])[NH:1][C:2]2[CH:7]=[CH:6][N:5]=[CH:4][CH:3]=2)[CH:17]=[CH:16][CH:15]=[CH:14][CH:13]=1. Procedure details: To a suspension of 4-aminopyridine (0.941 g) in THF (10 mL) was added dropwise phenyl chloroformate (2×0.25 mL) at 0° C. The mixture was allowed to warm to rt overnight. The mixture was diluted with EtOAc (30 mL) and washed with saturated (satd.) aq. NaHCO3. The organic layer was dried (MgSO4) and concentrated. Chromatography of the residue (0-5% 2 M NH3 in MeOH-DCM) gave a the title compound as a white solid (0.74 g). The reactants are [Br-], CC(C)(C)OC(=O)N1CCCC1=O, COc1cccc([Mg+])c1, C1CCOC1. Product: COc1cccc(C(=O)CCCNC(=O)OC(C)(C)C)c1. As a reaction SMILES: [Br-:1].[C:11]([CH3:12])([CH3:13])([CH3:14])[O:15][C:16](=[O:17])[N:18]1[C:19](=[O:23])[CH2:20][CH2:21][CH2:22]1.[CH3:2][O:3][c:4]1[cH:5][c:6]([Mg+:10])[cH:7][cH:8][cH:9]1.[O:24]1[CH2:25][CH2:26][CH2:27][CH2:28]1>>[CH3:2][O:3][c:4]1[cH:5][c:6]([C:19]([CH2:20][CH2:21][CH2:22][NH:18][C:16]([O:15][C:11]([CH3:12])([CH3:13])[CH3:14])=[O:17])=[O:23])[cH:7][cH:8][cH:9]1. Reactants: N#Cc1ccc(CNC(=O)c2ccc(C=O)cc2)cc1, CC(SC(CO)CO)C(O)(Cn1cncn1)c1ccc(F)cc1F, O, Cc1ccc(S(=O)(=O)O)cc1. Product: CC(SC1COC(c2ccc(C(=O)NCc3ccc(C#N)cc3)cc2)OC1)C(O)(Cn1cncn1)c1ccc(F)cc1F. As a reaction SMILES: [C:1](#[N:2])[c:3]1[cH:4][cH:5][c:6]([CH2:7][NH:8][C:9]([c:10]2[cH:11][cH:12][c:13]([CH:16]=[O:17])[cH:14][cH:15]2)=[O:18])[cH:19][cH:20]1.[F:21][c:22]1[c:23]([C:29]([CH2:30][n:31]2[n:32][cH:33][n:34][cH:35]2)([CH:36]([CH3:37])[S:38][CH:39]([CH2:40][OH:41])[CH2:42][OH:43])[OH:44])[cH:24][cH:25][c:26]([F:28])[cH:27]1.[OH2:45].[c:46]1([CH3:47])[cH:48][cH:49][c:50]([S:51]([OH:52])(=[O:53])=[O:54])[cH:55][cH:56]1>>[C:1](#[N:2])[c:3]1[cH:4][cH:5][c:6]([CH2:7][NH:8][C:9]([c:10]2[cH:11][cH:12][c:13]([CH:16]3[O:17][CH2:42][CH:39]([S:38][CH:36]([C:29]([c:23]4[c:22]([F:21])[cH:27][c:26]([F:28])[cH:25][cH:24]4)([CH2:30][n:31]4[n:32][cH:33][n:34][cH:35]4)[OH:44])[CH3:37])[CH2:40][O:41]3)[cH:14][cH:15]2)=[O:18])[cH:19][cH:20]1. The reactants are Cc1cc(Br)ccc1CO, [Cl-], ClCCl, [NH4+], CS(=O)(=O)Cl. Yields the product Cc1cc(Br)ccc1COS(C)(=O)=O. RXN SMILES: [Br:1][c:2]1[cH:3][c:4]([CH3:10])[c:5]([CH2:8][OH:9])[cH:6][cH:7]1.[Cl-:16].[Cl:18][CH2:19][Cl:20].[NH4+:17].[S:11](=[O:12])(=[O:13])([CH3:14])[Cl:15]>>[Br:1][c:2]1[cH:3][c:4]([CH3:10])[c:5]([CH2:8][O:9][S:11](=[O:12])(=[O:13])[CH3:14])[cH:6][cH:7]1.